From a dataset of the Open Reaction Database (ORD), a public repository of structured organic reaction records. describe an organic reaction: reactants, conditions, products, and yield Reactants: CO, ClCCl, O=C(CN1CCCC1c1cccc(OCCCN2CCCCC2)c1)c1cccnc1, N. Product: c1cncc(C2CN3CCCC3c3cc(OCCCN4CCCCC4)ccc32)c1. RXN SMILES: [CH3:32][OH:33].[Cl:34][CH2:35][Cl:36].[N:1]1([CH2:7][CH2:8][CH2:9][O:10][c:11]2[cH:12][c:13]([CH:17]3[N:18]([CH2:22][C:23](=[O:24])[c:25]4[cH:26][n:27][cH:28][cH:29][cH:30]4)[CH2:19][CH2:20][CH2:21]3)[cH:14][cH:15][cH:16]2)[CH2:2][CH2:3][CH2:4][CH2:5][CH2:6]1.[NH3:31]>>[N:1]1([CH2:7][CH2:8][CH2:9][O:10][c:11]2[cH:12][c:13]3[c:14]([cH:15][cH:16]2)[CH:23]([c:25]2[cH:26][n:27][cH:28][cH:29][cH:30]2)[CH2:22][N:18]2[CH:17]3[CH2:21][CH2:20][CH2:19]2)[CH2:2][CH2:3][CH2:4][CH2:5][CH2:6]1. Starting materials: CCOC(=O)c1[nH]c2c(Br)cccc2c1CCCOc1cccc2ccccc12, O=C([O-])[O-], C[N-]C, COc1ccc(CCl)cc1, [Cs+], [Cs+], O. Yields the product CCOC(=O)c1c(CCCOc2cccc3ccccc23)c2cccc(Br)c2n1Cc1ccc(OC)cc1. Reaction SMILES: [Br:1][c:2]1[cH:3][cH:4][cH:5][c:6]2[c:7]([CH2:16][CH2:17][CH2:18][O:19][c:20]3[cH:21][cH:22][cH:23][c:24]4[cH:25][cH:26][cH:27][cH:28][c:29]34)[c:8]([C:11](=[O:12])[O:13][CH2:14][CH3:15])[nH:9][c:10]12.[C:40](=[O:41])([O-:42])[O-:43].[CH3:46][N-:47][CH3:48].[Cl:30][CH2:31][c:32]1[cH:33][cH:34][c:35]([O:38][CH3:39])[cH:36][cH:37]1.[Cs+:44].[Cs+:45].[OH2:49]>>[Br:1][c:2]1[cH:3][cH:4][cH:5][c:6]2[c:7]([CH2:16][CH2:17][CH2:18][O:19][c:20]3[cH:21][cH:22][cH:23][c:24]4[cH:25][cH:26][cH:27][cH:28][c:29]34)[c:8]([C:11](=[O:12])[O:13][CH2:14][CH3:15])[n:9]([CH2:31][c:32]3[cH:33][cH:34][c:35]([O:38][CH3:39])[cH:36][cH:37]3)[c:10]12.